Dataset: the Open Reaction Database (ORD), a public repository of structured organic reaction records. Task: describe an organic reaction: reactants, conditions, products, and yield Reactants: CCCC(NS(=O)(=O)c1ccc(Br)cc1)C(=S)Nc1ccc(CC(=O)OCC)cc1, CCO, [K+], [K+], O=C([O-])[O-], O. Yields the product CCCC(NS(=O)(=O)c1ccc(Br)cc1)C(=S)Nc1ccc(CC(=O)O)cc1. Reaction SMILES: [Br:7][c:8]1[cH:9][cH:10][c:11]([S:14](=[O:15])(=[O:16])[NH:17][CH:18]([C:19](=[S:20])[NH:21][c:22]2[cH:23][cH:24][c:25]([CH2:28][C:29](=[O:30])[O:31][CH2:32][CH3:33])[cH:26][cH:27]2)[CH2:34][CH2:35][CH3:36])[cH:12][cH:13]1.[CH3:38][CH2:39][OH:40].[K+:1].[K+:2].[O-:3][C:4]([O-:5])=[O:6].[OH2:37]>>[Br:7][c:8]1[cH:9][cH:10][c:11]([S:14](=[O:15])(=[O:16])[NH:17][CH:18]([C:19](=[S:20])[NH:21][c:22]2[cH:23][cH:24][c:25]([CH2:28][C:29](=[O:30])[OH:31])[cH:26][cH:27]2)[CH2:34][CH2:35][CH3:36])[cH:12][cH:13]1. The reactants are C(C1=CC=CC=C1)OC1=CC(=CC=C1)C(CCCCCC)(C)C (1-benzyloxy-3-(1,1-dimethylheptyl)benzene), S(=O)([O-])[O-].[Na+].[Na+] (sodium sulfite), C(C)(C)(C)N (t-butylamine), BrBr (bromine). Solvent: CCOCC (ether), ClCCl (dichloromethane), ClCCl (dichloromethane). Reaction conditions: temperature 25 celsius. Yields the product C(C1=CC=CC=C1)OC1=C(C=CC(=C1)C(CCCCCC)(C)C)Br (2-Benzyloxy-1-bromo-4-(1,1-dimethylheptyl)benzene). Isolated yield 80.0%. RXN SMILES: [CH2:1]([O:8][C:9]1[CH:14]=[CH:13][CH:12]=[C:11]([C:15]([CH3:23])([CH3:22])[CH2:16][CH2:17][CH2:18][CH2:19][CH2:20][CH3:21])[CH:10]=1)[C:2]1[CH:7]=[CH:6][CH:5]=[CH:4][CH:3]=1.C(N)(C)(C)C.[Br:29]Br.S([O-])([O-])=O.[Na+].[Na+]>CCOCC.ClCCl>[CH2:1]([O:8][C:9]1[CH:10]=[C:11]([C:15]([CH3:22])([CH3:23])[CH2:16][CH2:17][CH2:18][CH2:19][CH2:20][CH3:21])[CH:12]=[CH:13][C:14]=1[Br:29])[C:2]1[CH:3]=[CH:4][CH:5]=[CH:6][CH:7]=1 |f:3.4.5|. Reported procedure: To a -78° C. solution of 42.6 g. (0.134 mole) of 1-benzyloxy-3-(1,1-dimethylheptyl)benzene and 12.2 g. (0.200 mole) to t-butylamine in 300 ml. of dichloromethane is added a solution of 27.2 g. (0.151 mole), bromine in 100 ml. of dichloromethane. The reaction mixture is then allowed to warm to 25° C. and added to 500 ml. saturated sodium sulfite and 500 ml. ether. The organic extract is washed with two 500 ml. portions of saturated sodium bicarbonate, dried over magnesium sulfate and evaporated t... As a reaction SMILES: [Br:19][CH2:20][c:21]1[cH:22][cH:23][cH:24][cH:25][cH:26]1.[CH3:27][N:28]([CH3:29])[CH:30]=[O:31].[H-:17].[Na+:18].[n:1]1([CH2:6][CH2:7][CH2:8][NH:9][C:10](=[O:11])[c:12]2[s:13][cH:14][cH:15][cH:16]2)[cH:2][n:3][cH:4][cH:5]1>>[n:1]1([CH2:6][CH2:7][CH2:8][N:9]([C:10](=[O:11])[c:12]2[s:13][cH:14][cH:15][cH:16]2)[CH2:20][c:21]2[cH:22][cH:23][cH:24][cH:25][cH:26]2)[cH:2][n:3][cH:4][cH:5]1. The reactants are BrCc1ccccc1, CN(C)C=O, [H-], [Na+], O=C(NCCCn1ccnc1)c1cccs1. Product: O=C(c1cccs1)N(CCCn1ccnc1)Cc1ccccc1. RXN SMILES: [Cl:1][C:2]1[CH:7]=[C:6]([Cl:8])[CH:5]=[CH:4][C:3]=1[C:9](=[CH2:19])[C:10]([C:12]1[CH:13]=[CH:14][C:15](=[O:18])[NH:16][CH:17]=1)=[O:11]>CCOC(C)=O>[Cl:1][C:2]1[CH:7]=[C:6]([Cl:8])[CH:5]=[CH:4][C:3]=1[CH:9]([CH3:19])[C:10]([C:12]1[CH:13]=[CH:14][C:15](=[O:18])[NH:16][CH:17]=1)=[O:11]. Starting materials: ClC1=C(C=CC(=C1)Cl)C(C(=O)C=1C=CC(NC1)=O)=C (5-[2-(2,4-Dichloro-phenyl)-acryloyl]-1H-pyridin-2-one). Yield: 27.5%. Procedure: 5-[2-(2,4-Dichloro-phenyl)-acryloyl]-1H-pyridin-2-one (840 mg) was hydrogenated in EtOAc using 5% Pd/Alox as a catalyst to give the title compound (233 mg) as a light brown solid. MS (m/e, ISP neg. ion)=293.8 [M−H+]. Yields the product ClC1=C(C=CC(=C1)Cl)C(C(=O)C=1C=CC(NC1)=O)C (5-[2-(2,4-Dichloro-phenyl)-propionyl]-1H-pyridin-2-one). Run in CCOC(=O)C (EtOAc). Reactants: cyclic sulfate, S(=O)(=O)(OCC(CN=[N+]=[N-])([N+](=O)[O-])[N+](=O)[O-])[O-].[Na+] (sodium 3-azido-2,2-dinitropropyl sulfate), S(O)(O)(=O)=O (sulfuric acid). Yields the product N(=[N+]=[N-])CC(CO)([N+](=O)[O-])[N+](=O)[O-] (3-azido-2,2-dinitropropanol). As a reaction SMILES: S([O-])([O:4][CH2:5][C:6]([N+:14]([O-:16])=[O:15])([N+:11]([O-:13])=[O:12])[CH2:7][N:8]=[N+:9]=[N-:10])(=O)=O.[Na+].S(=O)(=O)(O)O>>[N:8]([CH2:7][C:6]([N+:11]([O-:13])=[O:12])([N+:14]([O-:16])=[O:15])[CH2:5][OH:4])=[N+:9]=[N-:10] |f:0.1|. Reported procedure: Scheme 3 illustrates the conversion of 2,2-dinitro 1,3-propanediol cyclic sulfate into 3-azido 2,2-dinitropropanol. First, 2,2-dinitro 1,3-propanediol cyclic sulfate is reacted with sodium azide and dimethylformamide (“DMF”) to open the cyclic sulfate and form sodium 3-azido-2,2-dinitropropyl sulfate. After the cyclic sulfate is opened, the sodium 3-azido-2,2-dinitropropyl sulfate is reacted with 20% sulfuric acid to form 3-azido-2,2-dinitropropanol.